Task: describe an organic reaction: reactants, conditions, products, and yield. Dataset: the Open Reaction Database (ORD), a public repository of structured organic reaction records Starting materials: COC(=O)C(Cc1ccc(-c2c(C(F)(F)F)cc(C)n(C)c2=O)cc1)NC(=O)OC(C)(C)C, CCOCC, Cl, C1COCCO1. Product: COC(=O)C(N)Cc1ccc(-c2c(C(F)(F)F)cc(C)n(C)c2=O)cc1, Cl. Reaction SMILES: [CH3:1][O:2][C:3]([CH:4]([NH:5][C:6]([O:7][C:8]([CH3:9])([CH3:10])[CH3:11])=[O:12])[CH2:13][c:14]1[cH:15][cH:16][c:17](-[c:20]2[c:21](=[O:32])[n:22]([CH3:31])[c:23]([CH3:30])[cH:24][c:25]2[C:26]([F:27])([F:28])[F:29])[cH:18][cH:19]1)=[O:33].[CH3:41][CH2:42][O:43][CH2:44][CH3:45].[ClH:34].[O:35]1[CH2:36][CH2:37][O:38][CH2:39][CH2:40]1>>[CH3:1][O:2][C:3]([CH:4]([NH2:5])[CH2:13][c:14]1[cH:15][cH:16][c:17](-[c:20]2[c:21](=[O:32])[n:22]([CH3:31])[c:23]([CH3:30])[cH:24][c:25]2[C:26]([F:27])([F:28])[F:29])[cH:18][cH:19]1)=[O:33].[ClH:34]. The reactants are CN(C(=O)Cl)C1=CC=CC=C1 (N-methyl-N-phenylcarbamoyl chloride), Cl.C(C1=CC=CC=C1)ON (O-Benzylhydroxylamine hydrochloride), [OH-].[Na+] (sodium hydroxide). Solvent: C(C)OCC (diethyl ether), C(C)OCC (diethyl ether), O (water), C([O-])(O)=O.[Na+] (sodium bicarbonate), C([O-])([O-])=O.[Na+].[Na+] (sodium carbonate), O (water), O (water). Product: C(C1=CC=CC=C1)ONC(=O)N(C1=CC=CC=C1)C (1-benzyloxy-3-methyl-3-phenylurea). The yield is 64.3%. As a reaction SMILES: Cl.[CH2:2]([O:9][NH2:10])[C:3]1[CH:8]=[CH:7][CH:6]=[CH:5][CH:4]=1.[OH-].[Na+].[CH3:13][N:14]([C:18]1[CH:23]=[CH:22][CH:21]=[CH:20][CH:19]=1)[C:15](Cl)=[O:16]>O.C(OCC)C.C(=O)(O)[O-].[Na+].C(=O)([O-])[O-].[Na+].[Na+]>[CH2:2]([O:9][NH:10][C:15]([N:14]([CH3:13])[C:18]1[CH:23]=[CH:22][CH:21]=[CH:20][CH:19]=1)=[O:16])[C:3]1[CH:8]=[CH:7][CH:6]=[CH:5][CH:4]=1 |f:0.1,2.3,7.8,9.10.11|. Procedure: O-Benzylhydroxylamine hydrochloride (3.0 g, 18.8 mmole) was dissolved in water (3.5 mL) then combined with diethyl ether (85 mL) followed by the addition of sodium hydroxide (0.75 g, 18.8 mmole) in water. After several minutes a solution of N-methyl-N-phenylcarbamoyl chloride (3.19 g, 18.8 mmole) in diethyl ether (25 mL) was added. A white precipitate formed. The solid was isolated by filtration then dissolved in water. The solution was diluted with saturated aqueous sodium bicarbonate and suffi... The reactants are C(C1=CC=CC=C1)[C@H]1N(C(OC1)=O)C(=O)[C@H]1CN(C[C@@H]1C1=CC=C(C=C1)F)C(=O)OC(C)(C)C (tert-butyl (3R,4S)-3-{[(4R)-4-benzyl-2-oxo-1,3-oxazolidin-3-yl]carbonyl}-4-(4-fluorophenyl)pyrrolidine-1-carboxylate), OO (hydrogen peroxide), [OH-].[Li+] (lithium hydroxide), C1CCOC1 (THF). Run in O (water), S(=S)(=O)([O-])[O-].[Na+].[Na+] (sodium thiosulfate). Conditions: time 8 hour. The product is C(C)(C)(C)OC(=O)N1C[C@@H]([C@H](C1)C1=CC=C(C=C1)F)C(=O)O ((3R,4S)-1-(tert-butoxycarbonyl)-4-(4-fluorophenyl)pyrrolidine-3-carboxylic acid). The yield is 88.0%. As a reaction SMILES: C([C@@H]1COC(=O)N1C([C@@H:16]1[C@@H:20]([C:21]2[CH:26]=[CH:25][C:24]([F:27])=[CH:23][CH:22]=2)[CH2:19][N:18]([C:28]([O:30][C:31]([CH3:34])([CH3:33])[CH3:32])=[O:29])[CH2:17]1)=O)C1C=CC=CC=1.[OH:35]O.[OH-].[Li+].C1[CH2:43][O:42]CC1>O.S([O-])([O-])(=O)=S.[Na+].[Na+]>[C:31]([O:30][C:28]([N:18]1[CH2:19][C@H:20]([C:21]2[CH:26]=[CH:25][C:24]([F:27])=[CH:23][CH:22]=2)[C@@H:16]([C:43]([OH:42])=[O:35])[CH2:17]1)=[O:29])([CH3:34])([CH3:32])[CH3:33] |f:2.3,6.7.8|. Reported procedure: To a mixed solution of tert-butyl (3R,4S)-3-{[(4R)-4-benzyl-2-oxo-1,3-oxazolidin-3-yl]carbonyl}-4-(4-fluorophenyl)pyrrolidine-1-carboxylate (0.32 g) obtained in step 2 in THF (14.4 mL) and water (4.8 mL) were added 30% aqueous hydrogen peroxide (939 μL) and 4N aqueous lithium hydroxide solution (518 μL) at 0° C., and the mixture was stirred at room temperature for 8 hr. The reaction mixture was diluted with aqueous sodium thiosulfate solution, and extracted with ethyl acetate. The extract was wa... Yields the product COC([C@@H](NCCC[Si](OC)(OC)OC)CC(=O)OC)=O (N-(3-Trimethoxysilylpropyl)-aspartic acid dimethyl ester). Starting materials: NCCC[Si](OC)(OC)OC (3-aminopropyl-trimethoxysilane), COC(\C=C/C(=O)OC)=O (maleic acid dimethyl ester), amine. As a reaction SMILES: [NH2:1][CH2:2][CH2:3][CH2:4][Si:5]([O:10][CH3:11])([O:8][CH3:9])[O:6][CH3:7].[CH3:12][O:13][C:14](=[O:21])/[CH:15]=[CH:16]\[C:17]([O:19][CH3:20])=[O:18]>>[CH3:12][O:13][C:14](=[O:21])[C@H:15]([CH2:16][C:17]([O:19][CH3:20])=[O:18])[NH:1][CH2:2][CH2:3][CH2:4][Si:5]([O:10][CH3:11])([O:6][CH3:7])[O:8][CH3:9]. Reported procedure: 179.0 g (1.0 mol) of 3-aminopropyl-trimethoxysilane and 144.0 g (1.0 mol) of maleic acid dimethyl ester were reacted by the same procedure used in Example 2. The viscosity of the clear, pale yellow liquid was about 30 mPa.s (23° C.). Base titration showed an amine equivalent weight of about 331 g (theory: 323 g). The reactants are C(C)(C)[N-]C(C)C.[Li+] (lithium diisopropylamide), [Cl-].[NH4+] (ammonium chloride), CN1C(N(C=2C(C1=O)=CN(C2)CC2=CC=CC1=CC=CC=C21)CC(C)C)=O (3-Methyl-1-(2-methylpropyl)-6-(1-naphthalenylmethyl)-1H-pyrrolo-[3,4-d]pyrimidine-2,4(3H,6H)-dione), II (Iodine). The solvent is O1CCCC1 (tetrahydrofuran), O1CCCC1 (tetrahydrofuran). Run at temperature -78 celsius. Product: IC=1N(C=C2N(C(N(C(C21)=O)C)=O)CC(C)C)CC2=CC=CC1=CC=CC=C21 (5-Iodo-3-methyl-1-(2-methylpropyl)-6-(1-naphthalenylmethyl)-1H-pyrrolo-[3,4-d]pyrimidine-2,4(3H,6H)-dione). As a reaction SMILES: [CH3:1][N:2]1[C:7](=[O:8])[C:6]2=[CH:9][N:10]([CH2:12][C:13]3[C:22]4[C:17](=[CH:18][CH:19]=[CH:20][CH:21]=4)[CH:16]=[CH:15][CH:14]=3)[CH:11]=[C:5]2[N:4]([CH2:23][CH:24]([CH3:26])[CH3:25])[C:3]1=[O:27].C([N-]C(C)C)(C)C.[Li+].[I:36]I.[Cl-].[NH4+]>O1CCCC1>[I:36][C:9]1[N:10]([CH2:12][C:13]2[C:22]3[C:17](=[CH:18][CH:19]=[CH:20][CH:21]=3)[CH:16]=[CH:15][CH:14]=2)[CH:11]=[C:5]2[C:6]=1[C:7](=[O:8])[N:2]([CH3:1])[C:3](=[O:27])[N:4]2[CH2:23][CH:24]([CH3:25])[CH3:26] |f:1.2,4.5|. Procedure details: 3-Methyl-1-(2-methylpropyl)-6-(1-naphthalenylmethyl)-1H-pyrrolo-[3,4-d]pyrimidine-2,4(3H,6H)-dione ((J. Med. Chem., 1995, 38, 2557; 500 mg) was dissolved in tetrahydrofuran (15 ml) and cooled to −78° C. A solution of lithium diisopropylamide (2 eq) in tetrahydrofuran (5 ml) was added dropwise with stirring at −78° C. Iodine (350 mg) was added and the reaction mixture was allowed to stir at −78° C. for 1 hour and was then allowed to warm to room temperature. The mixture was then poured into satur... Starting materials: ClC=1C=CC=2C3=CC=C(C=C3C(NC2C1)=O)Cl (3,8-dichloro-6(5H)phenanthridinone), [O-2].[Ba+2] (barium oxide), C(C#C)Br (propargyl bromide). The solvent is CN(C=O)C (dimethylformamide). Product: ClC=1C=CC=2C3=CC=C(C=C3C(N(C2C1)CC#C)=O)Cl (3,8-dichloro-5-(2-propynyl)-6(5H)-phenanthridinone). As a reaction SMILES: [Cl:1][C:2]1[CH:3]=[CH:4][C:5]2[C:6]3[C:11]([C:12](=[O:16])[NH:13][C:14]=2[CH:15]=1)=[CH:10][C:9]([Cl:17])=[CH:8][CH:7]=3.[O-2].[Ba+2].[CH2:20](Br)[C:21]#[CH:22]>CN(C)C=O>[Cl:1][C:2]1[CH:3]=[CH:4][C:5]2[C:6]3[C:11]([C:12](=[O:16])[N:13]([CH2:22][C:21]#[CH:20])[C:14]=2[CH:15]=1)=[CH:10][C:9]([Cl:17])=[CH:8][CH:7]=3 |f:1.2|. Procedure details: A mixture of 5 g (19 mmol) of 3,8-dichloro-6(5H)phenanthridinone, 3,2 g (21 mmol) of barium oxide and 1.9 ml (21 mmol) of propargyl bromide in 40 ml of dimethylformamide was heated on the steam bath for 1 hour. After cooling, the product was precipitated by addition of water, filtered off and washed with water. It was dissolved in methylene chloride and the solution was dried and evaporated. The residue was chromatographed over 150 g of silica gel using 10% (v/v) of hexane in methylene chloride.... The reactants are CSC(=NCCSCc1ccc(CN(C)C)o1)NC#N, NCc1ccc2c(c1)OCO2, c1ccccc1. Product: CN(C)Cc1ccc(CSCCNC(=NCc2ccc3c(c2)OCO3)NC#N)o1. As a reaction SMILES: [C:1](#[N:2])[NH:3][C:4]([S:5][CH3:6])=[N:7][CH2:8][CH2:9][S:10][CH2:11][c:12]1[o:13][c:14]([CH2:17][N:18]([CH3:19])[CH3:20])[cH:15][cH:16]1.[CH2:21]([c:22]1[cH:23][c:24]2[c:28]([cH:29][cH:30]1)[O:27][CH2:26][O:25]2)[NH2:31].[cH:32]1[cH:33][cH:34][cH:35][cH:36][cH:37]1>>[C:1](#[N:2])[NH:3][C:4]([NH:7][CH2:8][CH2:9][S:10][CH2:11][c:12]1[o:13][c:14]([CH2:17][N:18]([CH3:19])[CH3:20])[cH:15][cH:16]1)=[N:31][CH2:21][c:22]1[cH:23][c:24]2[c:28]([cH:29][cH:30]1)[O:27][CH2:26][O:25]2. Starting materials: ClC(CC1=CC=C(C=C1)[N+](=O)[O-])C(CCC)=O (2-chloro-1-(4-nitrophenyl)-hexan-3-one), CSCC(=S)N ((methylthio)thioacetamide). Run in C1CCCCC1.C(C)(=O)OCC (cyclohexane ethyl acetate). Conditions: temperature 60 celsius. The product is CSCC=1SC(=C(N1)CCC)CC1=CC=C(C=C1)[N+](=O)[O-] (2-methylthiomethyl-5-(4-nitrobenzyl)-4-propylthiazole). Isolated yield 86.8%. Reaction SMILES: Cl[CH:2]([C:13](=O)[CH2:14][CH2:15][CH3:16])[CH2:3][C:4]1[CH:9]=[CH:8][C:7]([N+:10]([O-:12])=[O:11])=[CH:6][CH:5]=1.[CH3:18][S:19][CH2:20][C:21]([NH2:23])=[S:22]>C1CCCCC1.C(OCC)(=O)C>[CH3:18][S:19][CH2:20][C:21]1[S:22][C:2]([CH2:3][C:4]2[CH:9]=[CH:8][C:7]([N+:10]([O-:12])=[O:11])=[CH:6][CH:5]=2)=[C:13]([CH2:14][CH2:15][CH3:16])[N:23]=1 |f:2.3|. Reported procedure: A mixture of 5 g of 2-chloro-1-(4-nitrophenyl)-hexan-3-one (0.02 mol) and 2.6 g of (methylthio)thioacetamide (0.022 mol) is heated at 60° C. for 24 h. The reaction is followed by TLC (7/3 cyclohexane/ethyl acetate). The reaction medium is then treated according to the process of Example 45 to give 5.6 g of 2-methylthiomethyl-5-(4-nitrobenzyl)-4-propylthiazole in the form of an orange oil. Starting materials: C(C)(C)N=C=NC(C)C (N,N'-diisopropylcarbodiimide), C(CCCCCCC\C=C/CCCCCCCC)O (oleyl alcohol), cuprous chloride. Run at time 4 hour. The product is C(CCCCCCC\C=C/CCCCCCCC)OC(NC(C)C)=NC(C)C (O-oleyl-N,N'-diisopropylisourea). Yield: 91.7%. As a reaction SMILES: [CH:1]([N:4]=[C:5]=[N:6][CH:7]([CH3:9])[CH3:8])([CH3:3])[CH3:2].[CH2:10]([OH:28])[CH2:11][CH2:12][CH2:13][CH2:14][CH2:15][CH2:16][CH2:17]/[CH:18]=[CH:19]\[CH2:20][CH2:21][CH2:22][CH2:23][CH2:24][CH2:25][CH2:26][CH3:27]>>[CH2:10]([O:28][C:5](=[N:6][CH:7]([CH3:9])[CH3:8])[NH:4][CH:1]([CH3:3])[CH3:2])[CH2:11][CH2:12][CH2:13][CH2:14][CH2:15][CH2:16][CH2:17]/[CH:18]=[CH:19]\[CH2:20][CH2:21][CH2:22][CH2:23][CH2:24][CH2:25][CH2:26][CH3:27]. Procedure details: A mixture of N,N'-diisopropylcarbodiimide (12.6 g, 0.1 mole), oleyl alcohol (26.8 g, 0.1 mole) and cuprous chloride (60 mg) is stirred at room temperature for 4 hours. Infrared analysis shows the reaction to be virtually complete. The reaction mixture is placed on a column of alumina (454 g) and eluted with methylene chloride to give 36.2 g of O-oleyl-N,N'-diisopropylisourea. The product is identified by mass spectrometry (molecular ion at m/e 394), infrared spectroscopy (the C=N band at 1660 cm... Starting materials: BrC1=C(N=C2N1C=CC=C2)CC (3-bromo-2-ethyl-imidazo[1,2-a]pyridine), C(CCC)[Sn](C1=CC=NC=C1)(CCCC)CCCC (4-tributylstannylpyridine), [Cl-].[Li+] (lithium chloride). Reagents/catalysts: [Pd] (Pd). The solvent is C1(=CC=CC=C1)C (toluene). Product: C(C)C=1N=C2N(C=CC=C2)C1C1=CC=NC=C1 (2-Ethyl-3-(4-pyridyl)-imidazo[1,2-a]pyridine). The yield is 38.7%. RXN SMILES: Br[C:2]1[N:6]2[CH:7]=[CH:8][CH:9]=[CH:10][C:5]2=[N:4][C:3]=1[CH2:11][CH3:12].C([Sn](CCCC)(CCCC)[C:18]1[CH:23]=[CH:22][N:21]=[CH:20][CH:19]=1)CCC.[Cl-].[Li+]>C1(C)C=CC=CC=1.[Pd]>[CH2:11]([C:3]1[N:4]=[C:5]2[CH:10]=[CH:9][CH:8]=[CH:7][N:6]2[C:2]=1[C:18]1[CH:23]=[CH:22][N:21]=[CH:20][CH:19]=1)[CH3:12] |f:2.3|. Reported procedure: To a solution of 3-bromo-2-ethyl-imidazo[1,2-a]pyridine (1.4 g, 6.28 mmol), 4-tributylstannylpyridine (2.31 g, 6.28 mmol) and Pd (II) (Ph3P)2Cl2 (442 mg, 0.63 mmol) in toluene (5 mL) was added lithium chloride (26.7 mg, 0.63). After refluxing for 18 h, the mixture was partitioned between ethyl acetate and aqueous sodium bicarbonate. The aqueous layer was extracted with ethyl acetate (3×). Combined organic phase was washed with brine and dried over anhydrous magnesium sulfate. Concentration follo...